Task: describe an organic reaction: reactants, conditions, products, and yield. Dataset: the Open Reaction Database (ORD), a public repository of structured organic reaction records Isolated yield 88.8%. Reagents/catalysts: [Pd] (palladium on carbon). Starting materials: OC(CCCCCCCCCC)C1=CC=C(C=C1)CC(=O)OCC (ethyl 4-(1-hydroxyundecyl)-phenylacetate), [H][H] (hydrogen), O.N (ammonia water), ice. Reaction SMILES: O[CH:2]([C:13]1[CH:18]=[CH:17][C:16]([CH2:19][C:20]([O:22][CH2:23][CH3:24])=[O:21])=[CH:15][CH:14]=1)[CH2:3][CH2:4][CH2:5][CH2:6][CH2:7][CH2:8][CH2:9][CH2:10][CH2:11][CH3:12].[H][H].O.N>C(O)(=O)C.[Pd]>[CH2:2]([C:13]1[CH:14]=[CH:15][C:16]([CH2:19][C:20]([O:22][CH2:23][CH3:24])=[O:21])=[CH:17][CH:18]=1)[CH2:3][CH2:4][CH2:5][CH2:6][CH2:7][CH2:8][CH2:9][CH2:10][CH2:11][CH3:12] |f:2.3|. Solvent: C(C)(=O)O (acetic acid). Procedure details: To the solution of ethyl 4-(1-hydroxyundecyl)-phenylacetate (9.7 g, 0.029 mol) in acetic acid (50 ml) was added 10%-palladium on carbon. The reaction mixture was stirred for 18 hours under 1 atmospheric pressure of hydrogen and then poured onto the mixture of concentrated ammonia water (100 ml) and ice (100 g). The resultant precipitate was extracted with ethyl acetate. The organic layer was washed with water, dried and concentrated under reduced pressure to obtain ethyl 4-undecylphenylacetate (... The product is C(CCCCCCCCCC)C1=CC=C(C=C1)CC(=O)OCC (ethyl 4-undecylphenylacetate). Starting materials: CC[Si](CC)(CC)OC(C1CCC(NCc2ccccc2)CC1)(C(F)(F)F)C(F)(F)F, C1CCOC1, CCOCC, CCN(C(C)C)C(C)C, O=C(Cl)C1CC1, [Cl-], ClCCl, [NH4+]. Yields the product CC[Si](CC)(CC)OC(C1CCC(N(Cc2ccccc2)CC2CC2)CC1)(C(F)(F)F)C(F)(F)F. As a reaction SMILES: [CH2:1]([c:2]1[cH:3][cH:4][cH:5][cH:6][cH:7]1)[NH:8][CH:9]1[CH2:10][CH2:11][CH:12]([C:15]([C:16]([F:17])([F:18])[F:19])([C:20]([F:21])([F:22])[F:23])[O:24][Si:25]([CH2:26][CH3:27])([CH2:28][CH3:29])[CH2:30][CH3:31])[CH2:13][CH2:14]1.[CH2:52]1[O:53][CH2:54][CH2:55][CH2:56]1.[CH3:57][CH2:58][O:59][CH2:60][CH3:61].[CH:32]([N:33]([CH2:34][CH3:35])[CH:36]([CH3:37])[CH3:38])([CH3:39])[CH3:40].[CH:41]1([C:44]([Cl:45])=[O:46])[CH2:42][CH2:43]1.[Cl-:47].[Cl:49][CH2:50][Cl:51].[NH4+:48]>>[CH2:1]([c:2]1[cH:3][cH:4][cH:5][cH:6][cH:7]1)[N:8]([CH:9]1[CH2:10][CH2:11][CH:12]([C:15]([C:16]([F:17])([F:18])[F:19])([C:20]([F:21])([F:22])[F:23])[O:24][Si:25]([CH2:26][CH3:27])([CH2:28][CH3:29])[CH2:30][CH3:31])[CH2:13][CH2:14]1)[CH2:44][CH:41]1[CH2:42][CH2:43]1. Reactants: COC(=O)C1=CC=C2C=CC=NC2=C1O (8-Hydroxy-7-quinolinecarboxylic acid methyl ester), N (ammonia), steel, N (ammonia). Yields the product OC=1C(=CC=C2C=CC=NC12)C(=O)N (8-Hydroxy-7-quinolinecarboxamide). As a reaction SMILES: C[O:2][C:3]([C:5]1[C:14]([OH:15])=[C:13]2[C:8]([CH:9]=[CH:10][CH:11]=[N:12]2)=[CH:7][CH:6]=1)=O.[NH3:16]>>[OH:15][C:14]1[C:5]([C:3]([NH2:16])=[O:2])=[CH:6][CH:7]=[C:8]2[C:13]=1[N:12]=[CH:11][CH:10]=[CH:9]2. Reported procedure: 8-Hydroxy-7-quinolinecarboxylic acid methyl ester [as reported by Eckstein, Z. et al. in Pol. J. Chem. 1979, 53(11), 2373-7 (C.A. 92, 215243s)] is reacted with excess ammonia in a steel bomb for 12-18 hr. The excess ammonia is allowed to evaporate and the residue is crystallized from a suitable solvent to give the title compound. Starting materials: CC(C)(C)N(C([O-])=O)CC(NN1C(=CC=C1)C(=O)C=1SC=CC1)=O (1,1-dimethylethyl-[2-oxo-2-[[2-(2-thienylcarbonyl)-1H-pyrrol-1-yl]amino]ethyl]carbamate), Cl (hydrogen chloride). The solvent is C(C)OCC (ethyl ether). Conditions: time 7 day. The product is Cl.NCC(=O)NN1C(=CC=C1)C(=O)C=1SC=CC1 (2-Amino-N-[2-(2-thienylcarbonyl)-1H-pyrrol-1-yl]acetamide Hydrochloride). RXN SMILES: CC([N:5]([CH2:9][C:10](=[O:24])[NH:11][N:12]1[CH:16]=[CH:15][CH:14]=[C:13]1[C:17]([C:19]1[S:20][CH:21]=[CH:22][CH:23]=1)=[O:18])C(=O)[O-])(C)C.[ClH:25]>C(OCC)C>[ClH:25].[NH2:5][CH2:9][C:10]([NH:11][N:12]1[CH:16]=[CH:15][CH:14]=[C:13]1[C:17]([C:19]1[S:20][CH:21]=[CH:22][CH:23]=1)=[O:18])=[O:24] |f:3.4|. Reported procedure: To a solution of 1,1-dimethylethyl-[2-oxo-2-[[2-(2-thienylcarbonyl)-1H-pyrrol-1-yl]amino]ethyl]carbamate (6.20 g) in 200 ml of dry ethyl ether was added 80 ml of a 3.5M ethereal hydrogen chloride solution. The reaction mixture was stirred at room temperature for 7 days. The precipitate was collected by suction filtration, dissolved in 50 ml of hot isopropanol and evaporated in vacuo. The residual oil was crystallized from isopropanol/ethyl ether affording the product as crystals (2.61 g), m.p. 1... The reactants are BrCc1ccccc1, [H-], [Na+], CN(C)C=O, Oc1cccc2[nH]ncc12. The product is c1ccc(COc2cccc3[nH]ncc23)cc1. RXN SMILES: [Br:13][CH2:14][c:15]1[cH:16][cH:17][cH:18][cH:19][cH:20]1.[H-:11].[Na+:12].[O:21]=[CH:22][N:23]([CH3:24])[CH3:25].[OH:1][c:2]1[c:3]2[cH:4][n:5][nH:6][c:7]2[cH:8][cH:9][cH:10]1>>[O:1]([c:2]1[c:3]2[cH:4][n:5][nH:6][c:7]2[cH:8][cH:9][cH:10]1)[CH2:14][c:15]1[cH:16][cH:17][cH:18][cH:19][cH:20]1. Starting materials: O=C(Cl)CCCCl, Cl, CN(C(=O)N(C)C1CN(C(=O)C2CCC(N)CC2)CC1c1ccc(F)cc1)c1cc(C(F)(F)F)cc(C(F)(F)F)c1. The product is CN(C(=O)N(C)C1CN(C(=O)C2CCC(NC(=O)CCCCl)CC2)CC1c1ccc(F)cc1)c1cc(C(F)(F)F)cc(C(F)(F)F)c1. As a reaction SMILES: [Cl:43][CH2:44][CH2:45][CH2:46][C:47](=[O:48])[Cl:49].[ClH:1].[NH2:2][CH:3]1[CH2:4][CH2:5][CH:6]([C:9](=[O:10])[N:11]2[CH2:12][CH:13]([N:23]([C:24](=[O:25])[N:26]([CH3:27])[c:28]3[cH:29][c:30]([C:38]([F:39])([F:40])[F:41])[cH:31][c:32]([C:34]([F:35])([F:36])[F:37])[cH:33]3)[CH3:42])[CH:14]([c:16]3[cH:17][cH:18][c:19]([F:22])[cH:20][cH:21]3)[CH2:15]2)[CH2:7][CH2:8]1>>[NH:2]([CH:3]1[CH2:4][CH2:5][CH:6]([C:9](=[O:10])[N:11]2[CH2:12][CH:13]([N:23]([C:24](=[O:25])[N:26]([CH3:27])[c:28]3[cH:29][c:30]([C:38]([F:39])([F:40])[F:41])[cH:31][c:32]([C:34]([F:35])([F:36])[F:37])[cH:33]3)[CH3:42])[CH:14]([c:16]3[cH:17][cH:18][c:19]([F:22])[cH:20][cH:21]3)[CH2:15]2)[CH2:7][CH2:8]1)[C:47]([CH2:46][CH2:45][CH2:44][Cl:43])=[O:48]. As a reaction SMILES: [N:1]12[CH2:8][CH2:7][CH:4]([CH2:5][CH2:6]1)[C@@H:3]([O:9][C:10](N1C=CN=C1)=[O:11])[CH2:2]2.[F:17][C:18]1[CH:19]=[C:20]([CH:24]([C:26]2[CH:31]=[CH:30][CH:29]=[CH:28][CH:27]=2)[OH:25])[CH:21]=[CH:22][CH:23]=1>>[F:17][C:18]1[CH:19]=[C:20]([CH:24]([O:25][C:10](=[O:11])[O:9][C@@H:3]2[CH:4]3[CH2:5][CH2:6][N:1]([CH2:8][CH2:7]3)[CH2:2]2)[C:26]2[CH:27]=[CH:28][CH:29]=[CH:30][CH:31]=2)[CH:21]=[CH:22][CH:23]=1. Product: FC=1C=C(C=CC1)C(C1=CC=CC=C1)OC(O[C@H]1CN2CCC1CC2)=O (Carbonic acid (R)-(1-aza-bicyclo[2.2.2]oct-3-yl) ester (3-fluoro-phenyl)-phenyl-methyl ester). The reactants are N12C[C@@H](C(CC1)CC2)OC(=O)N2C=NC=C2 (imidazole-1-carboxylic acid (R)-1-aza-bicyclo[2.2.2]oct-3-yl ester), FC=1C=C(C=CC1)C(O)C1=CC=CC=C1 ((3-fluoro-phenyl)-phenyl-methanol). Procedure details: The desired product was prepared by reacting imidazole-1-carboxylic acid (R)-1-aza-bicyclo[2.2.2]oct-3-yl ester with (3-fluoro-phenyl)-phenyl-methanol.